From a dataset of the Open Reaction Database (ORD), a public repository of structured organic reaction records. describe an organic reaction: reactants, conditions, products, and yield Reactants: C(C)(=O)O (acetic acid), CC(C)([O-])C.[K+] (potassium t-butoxide), ClC1=NC2=CC=CC=C2C(=N1)N1CCOCC1 (2-chloro-4-morpholino-quinazoline), [N+](#[C-])CC(=O)OCC (ethyl isocyanoacetate). The solvent is CN(C)C=O (DMF), CN(C)C=O (DMF). Run at time 2 hour. The product is O1CCN(CC1)C1=NC=2N(C3=CC=CC=C13)C=NC2C(=O)OCC (Ethyl 5-morpholino-imidazo[1,5-a] quinazoline-3-carboxylate). Reaction SMILES: CC(C)([O-])C.[K+].Cl[C:8]1[N:17]=[C:16]([N:18]2[CH2:23][CH2:22][O:21][CH2:20][CH2:19]2)[C:15]2[C:10](=[CH:11][CH:12]=[CH:13][CH:14]=2)[N:9]=1.[N+:24]([CH2:26][C:27]([O:29][CH2:30][CH3:31])=[O:28])#[C-:25].C(O)(=O)C>CN(C=O)C>[O:21]1[CH2:22][CH2:23][N:18]([C:16]2[C:15]3[C:10](=[CH:11][CH:12]=[CH:13][CH:14]=3)[N:9]3[CH:25]=[N:24][C:26]([C:27]([O:29][CH2:30][CH3:31])=[O:28])=[C:8]3[N:17]=2)[CH2:19][CH2:20]1 |f:0.1|. Procedure details: A solution of potassium t-butoxide (2.1 g, 19 mmol) in dry DMF (15 ml) was added during 15 min. at 0°-5° C. to a stirred solution of 2-chloro-4-morpholino-quinazoline (3.0 g, 12 mmol) and ethyl isocyanoacetate (2.1 g, 19 mmol) in dry DMF (40 ml). The mixture was stirred at room temperature for 2 hours. Then glacial acetic acid (2 ml) was added and the solvent was evaporated in vacuo. The residue was triturated with a mixture of water (50 ml) and ethyl acetate (10 ml) giving the title compound as... The reactants are C1CCOC1, C[Si](C)(C)[N-][Si](C)(C)C, C[Si](C)(C)[N-][Si](C)(C)C, C[Si](C)(C)[N-][Si](C)(C)C, C[Si](C)(C)[N-][Si](C)(C)C, CCOC(C)=O, COc1ccc(C(=O)N(C)C2CN(C(=O)C3CCNCC3)CC2c2ccc(Cl)c(Cl)c2)cc1C(F)(F)F, C=C(F)CCl, [K+], [N+3]. The product is C=C(F)CN1CCC(C(=O)N2CC(c3ccc(Cl)c(Cl)c3)C(N(C)C(=O)c3ccc(OC)c(C(F)(F)F)c3)C2)CC1. Reaction SMILES: [CH2:81]1[O:82][CH2:83][CH2:84][CH2:85]1.[CH3:38][Si:39]([N-:40][Si:41]([CH3:42])([CH3:43])[CH3:44])([CH3:45])[CH3:46].[CH3:49][Si:50]([N-:51][Si:52]([CH3:53])([CH3:54])[CH3:55])([CH3:56])[CH3:57].[CH3:58][Si:59]([N-:60][Si:61]([CH3:62])([CH3:63])[CH3:64])([CH3:65])[CH3:66].[CH3:67][Si:68]([N-:69][Si:70]([CH3:71])([CH3:72])[CH3:73])([CH3:74])[CH3:75].[CH3:86][CH2:87][O:88][C:89](=[O:90])[CH3:91].[Cl:1][c:2]1[cH:3][c:4]([CH:9]2[CH:10]([N:22]([C:23]([c:24]3[cH:25][c:26]([C:32]([F:33])([F:34])[F:35])[c:27]([O:30][CH3:31])[cH:28][cH:29]3)=[O:36])[CH3:37])[CH2:11][N:12]([C:14](=[O:15])[CH:16]3[CH2:17][CH2:18][NH:19][CH2:20][CH2:21]3)[CH2:13]2)[cH:5][cH:6][c:7]1[Cl:8].[Cl:76][CH2:77][C:78](=[CH2:79])[F:80].[K+:47].[N+3:48]>>[Cl:1][c:2]1[cH:3][c:4]([CH:9]2[CH:10]([N:22]([C:23]([c:24]3[cH:25][c:26]([C:32]([F:33])([F:34])[F:35])[c:27]([O:30][CH3:31])[cH:28][cH:29]3)=[O:36])[CH3:37])[CH2:11][N:12]([C:14](=[O:15])[CH:16]3[CH2:17][CH2:18][N:19]([CH2:79][C:78](=[CH2:77])[F:80])[CH2:20][CH2:21]3)[CH2:13]2)[cH:5][cH:6][c:7]1[Cl:8]. Reactants: ClC1=NC=C(C(=N1)NC1=CC(=CC=C1)O)F (2-chloro-5-fluoro-N4-(3-hydroxyphenyl)-4-pyrimidineamine), C(CC)NC(=O)C=1C=C(N)C=CC1 (3-[(N-propylamino)carbonyl]aniline). The product is FC=1C(=NC(=NC1)NC1=CC(=CC=C1)C(=O)NCCC)NC1=CC(=CC=C1)O (5-fluoro-N4-(3-hydroxyphenyl)-N2-[3-[(N-propylamino)carbonyl]phenyl]-2,4-pyrimidinediamine). As a reaction SMILES: Cl[C:2]1[N:7]=[C:6]([NH:8][C:9]2[CH:14]=[CH:13][CH:12]=[C:11]([OH:15])[CH:10]=2)[C:5]([F:16])=[CH:4][N:3]=1.[CH2:17]([NH:20][C:21]([C:23]1[CH:24]=[C:25]([CH:27]=[CH:28][CH:29]=1)[NH2:26])=[O:22])[CH2:18][CH3:19]>>[F:16][C:5]1[C:6]([NH:8][C:9]2[CH:14]=[CH:13][CH:12]=[C:11]([OH:15])[CH:10]=2)=[N:7][C:2]([NH:26][C:25]2[CH:27]=[CH:28][CH:29]=[C:23]([C:21]([NH:20][CH2:17][CH2:18][CH3:19])=[O:22])[CH:24]=2)=[N:3][CH:4]=1. Procedure: In like manner to the preparation of 5-fluoro-N4-(3-hydroxyphenyl)-N2-[4-(3-phenyl-1,2,4-oxadiazol-5-yl)methyleneoxyphenyl]-2,4-pyrimidinediamine, 2-chloro-5-fluoro-N4-(3-hydroxyphenyl)-4-pyrimidineamine and 3-[(N-propylamino)carbonyl]aniline were reacted to provide 5-fluoro-N4-(3-hydroxyphenyl)-N2-[3-[(N-propylamino)carbonyl]phenyl]-2,4-pyrimidinediamine. 1H NMR (CD3OD): δ 8.00 (d, 1H, J=5.4 Hz), 7.84 (t, 1H, J=1.8 Hz), 7.69–7.59 (m, 2H), 7.44 (t, 1H, J=7.5 Hz), 7.16–7.05 (m, 3H), 6.67 (td, 1H,...